From a dataset of the Open Reaction Database (ORD), a public repository of structured organic reaction records. describe an organic reaction: reactants, conditions, products, and yield The reactants are C(CC)N1C(=O)N(C=2N=C(NC2C1=O)C1=CSC=C1)CCC (1,3-dipropyl-8-(3-thienyl)xanthine), Pd Al2O3. Run in C1CCOC1 (THF). Conditions: time 8 hour. The product is C(CC)N1C(=O)N(C=2N=C(NC2C1=O)C1CSCC1)CCC (1,3-dipropyl-8-(3-tetrahydrothienyl)xanthine), tan powder. RXN SMILES: [CH2:1]([N:4]1[C:13](=[O:14])[C:12]2[NH:11][C:10]([C:15]3[CH:19]=[CH:18][S:17][CH:16]=3)=[N:9][C:8]=2[N:7]([CH2:20][CH2:21][CH3:22])[C:5]1=[O:6])[CH2:2][CH3:3]>C1COCC1>[CH2:1]([N:4]1[C:13](=[O:14])[C:12]2[NH:11][C:10]([CH:15]3[CH2:19][CH2:18][S:17][CH2:16]3)=[N:9][C:8]=2[N:7]([CH2:20][CH2:21][CH3:22])[C:5]1=[O:6])[CH2:2][CH3:3]. Procedure: The 1,3-dipropyl-8-(3-tetrahydrothienyl)xanthine is prepared as follows: To 1.1 g 1,3-dipropyl-8-(3-thienyl)xanthine in 50 ml THF is added 0.2 g 10% Pd/Al2O3, and the mixture reduced under a hydrogen atmosphere of 1000 lbs at 200° C. overnight. The reaction mixture is filtered, and the filtrate concentrated to give 0.55 g tan powder. Recrystallization from MeOH/CH2Cl2 gives 0.12 g crystals which are identical to starting material. The filtrate is concentrated and chromatographed (20% EtOAc 80% C... The reactants are ClCCl (dichloromethane), BrC=1C=NC(=NC1)Cl (5-bromo-2-chloropyrimidine), C(C)(C)(C)OC(N[C@@H]1CNCC1)=O ((S)-pyrrolidin-3-yl-carbamic acid tert-butyl ester), C(C)N(C(C)C)C(C)C (ethyldiisopropylamine). Solvent: C(C)#N (acetonitrile). The product is C(C)(C)(C)OC(N[C@@H]1CN(CC1)C1=NC=C(C=N1)Br)=O ((S)-[1-(5-bromopyrimidin-2-yl)-pyrrolidin-3-yl]-carbamic acid tert-butyl ester). Isolated yield 56.1%. Reaction SMILES: [Br:1][C:2]1[CH:3]=[N:4][C:5](Cl)=[N:6][CH:7]=1.[C:9]([O:13][C:14](=[O:21])[NH:15][C@H:16]1[CH2:20][CH2:19][NH:18][CH2:17]1)([CH3:12])([CH3:11])[CH3:10].C(N(C(C)C)C(C)C)C.ClCCl>C(#N)C>[C:9]([O:13][C:14](=[O:21])[NH:15][C@H:16]1[CH2:20][CH2:19][N:18]([C:5]2[N:4]=[CH:3][C:2]([Br:1])=[CH:7][N:6]=2)[CH2:17]1)([CH3:12])([CH3:10])[CH3:11]. Reported procedure: Stir a solution of 5-bromo-2-chloropyrimidine (3.67 g, 19 mmol), (S)-pyrrolidin-3-yl-carbamic acid tert-butyl ester (3.54 g, 19 mmol), and ethyldiisopropylamine (6.6 mL, 38 mmol) in acetonitrile (50 mL) at room temperature for 4 h. Pour into dichloromethane (200 mL) and wash with water (3×). Dry (sodium sulfate) and concentrate to give (S)-[1-(5-bromopyrimidin-2-yl)-pyrrolidin-3-yl]-carbamic acid tert-butyl ester as a tan solid (3.66 g, 71%).